From a dataset of the Open Reaction Database (ORD), a public repository of structured organic reaction records. describe an organic reaction: reactants, conditions, products, and yield Starting materials: B(Br)(Br)Br (boron tribromide), COC1=CC=C2CCCC3(C2=C1)C=1N(CCC3)C=NC1 (7′-methoxy-3′,4′,6,7-tetrahydro-2′H,5H-spiro[imidazo[1,5-a]pyridine-8,1′-naphthalene]), C([O-])(O)=O.[Na+] (sodium bicarbonate). Run in ClCCl (dichloromethane). Conditions: temperature 0 celsius, time 3 hour. Product: C12(CCCC3=CC=C(C=C13)O)C=1N(CCC2)C=NC1 (3′,4′,6,7-Tetrahydro-2′H,5H-spiro[imidazo[1,5-a]pyridine-8,1′-naphthalen]-7′-ol). Reaction SMILES: C[O:2][C:3]1[CH:12]=[C:11]2[C:6]([CH2:7][CH2:8][CH2:9][C:10]32[CH2:17][CH2:16][CH2:15][N:14]2[CH:18]=[N:19][CH:20]=[C:13]32)=[CH:5][CH:4]=1.B(Br)(Br)Br.C(=O)(O)[O-].[Na+]>ClCCl>[C:10]12([CH2:17][CH2:16][CH2:15][N:14]3[CH:18]=[N:19][CH:20]=[C:13]13)[C:11]1[C:6](=[CH:5][CH:4]=[C:3]([OH:2])[CH:12]=1)[CH2:7][CH2:8][CH2:9]2 |f:2.3|. Procedure: 7.450 mmol of 7′-methoxy-3′,4′,6,7-tetrahydro-2′H,5H-spiro[imidazo[1,5-a]pyridine-8,1′-naphthalene] (Example 1) are introduced at 0° C. into 50 ml of dichloromethane. 18.630 mmol of boron tribromide (1M in dichloromethane) are added dropwise over 20 minutes. The reaction mixture is subsequently stirred at 0° C. for 3 hours. It is admixed with 50 ml of saturated aqueous sodium bicarbonate solution and stirred thoroughly for 30 minutes. The organic phase is separated off and the aqueous phase is e... Reactants: C(C)(=O)[O-].[NH4+] (Ammonium acetate), C(C1=CC=CC=C1)N1CC(C(C(C1)CC)=O)(C)CC (1-benzyl-3,5-diethyl-3-methyl-4-piperidone), C(#N)[BH3-].[Na+] (sodium cyanoborohydride). Solvent: CO (methanol). Reaction conditions: temperature 0 celsius, time 24 hour. Product: NC1C(CN(CC1CC)CC1=CC=CC=C1)(C)CC (4-amino-1-benzyl-3,5-diethyl-3-methylpiperidine). Reaction SMILES: C([O-])(=O)C.[NH4+].[CH2:6]([N:13]1[CH2:18][CH:17]([CH2:19][CH3:20])[C:16](=O)[C:15]([CH2:23][CH3:24])([CH3:22])[CH2:14]1)[C:7]1[CH:12]=[CH:11][CH:10]=[CH:9][CH:8]=1.C([BH3-])#[N:26].[Na+]>CO>[NH2:26][CH:16]1[CH:17]([CH2:19][CH3:20])[CH2:18][N:13]([CH2:6][C:7]2[CH:12]=[CH:11][CH:10]=[CH:9][CH:8]=2)[CH2:14][C:15]1([CH2:23][CH3:24])[CH3:22] |f:0.1,3.4|. Procedure details: Ammonium acetate (8.0 g, 104 mmol) was added to the stirred solution of 1-benzyl-3,5-diethyl-3-methyl-4-piperidone (2.5 g, 9.65 mmol) in methanol (25 ml) and stirring was continued for 24 hr at ambient temperature. The resulting mixture was cooled at 0° C. and sodium cyanoborohydride (0.69 g, 11.2 mmol) was added to it. Cooling was removed after 10 min. and resulting mixture was stirred for 20 hr at ambient temperature. The reaction mixture was concentrated to dryness, triturated with water, aci... Starting materials: C(C)(C)(C)OC(NC(C(N(C)OC)=O)C1=CC(=C(C=C1)Cl)Cl)=O (rac-[(3,4-dichloro-phenyl)-(methoxy-methyl-carbamoyl)-methyl]-carbamic acid tert-butyl ester), C(C)(C)(C)OC(NC(C(N(C)OC)=O)C1=CC(=C(C=C1)Cl)Cl)=O (rac-[(3,4-dichloro-phenyl)-(methoxy-methyl-carbamoyl)-methyl]-carbamic acid tert-butyl ester), BrC=1C=CC(=NC1)OC1CCOCC1 (5-bromo-2-(tetrahydro-pyran-4-yloxy)-pyridine), BrC=1C=CC(=NC1)OC1CCOCC1 (5-bromo-2-(tetrahydro-pyran-4-yloxy)-pyridine). Product: C(C)(C)(C)OC(NC(C(C=1C=NC(=CC1)OC1CCOCC1)=O)C1=CC(=C(C=C1)Cl)Cl)=O (rac-[1-(3,4-Dichloro-phenyl)-2-oxo-2-[6-(tetrahydro-pyran-4-yloxy)-pyridin-3-yl]-ethyl]-carbamic acid tert-butyl ester). Reaction SMILES: [C:1]([O:5][C:6](=[O:23])[NH:7][CH:8]([C:15]1[CH:20]=[CH:19][C:18]([Cl:21])=[C:17]([Cl:22])[CH:16]=1)[C:9](=[O:14])N(OC)C)([CH3:4])([CH3:3])[CH3:2].Br[C:25]1[CH:26]=[CH:27][C:28]([O:31][CH:32]2[CH2:37][CH2:36][O:35][CH2:34][CH2:33]2)=[N:29][CH:30]=1>>[C:1]([O:5][C:6](=[O:23])[NH:7][CH:8]([C:15]1[CH:20]=[CH:19][C:18]([Cl:21])=[C:17]([Cl:22])[CH:16]=1)[C:9](=[O:14])[C:25]1[CH:30]=[N:29][C:28]([O:31][CH:32]2[CH2:37][CH2:36][O:35][CH2:34][CH2:33]2)=[CH:27][CH:26]=1)([CH3:2])([CH3:3])[CH3:4]. Procedure details: The title compound was prepared from rac-[(3,4-dichloro-phenyl)-(methoxy-methyl-carbamoyl)-methyl]-carbamic acid tert-butyl ester (Intermediate 9) and 5-bromo-2-(tetrahydro-pyran-4-yloxy)-pyridine (Intermediate 20) in analogy to Example 1a): MS (ISN): 479.1 and 481.2 (M−H)−. Reactants: BrC=1C(=C(C=CC1)N1C(C2CCCCC2C1=O)=O)C (2-(3-bromo-2-methylphenyl)hexahydro-1H-isoindole-1,3(2H)-dione), BrC=1C(=C(C=CC1)N1C(C2CCCCC2C1=O)=O)C (2-(3-bromo-2-methylphenyl)hexahydro-1H-isoindole-1,3(2H)-dione), [BH4-].[Na+] (sodium borohydride). The solvent is CO (methanol). Conditions: time 4 hour. Yields the product BrC=1C(=C(C=CC1)N1C(C2CCCCC2C1O)=O)C (2-(3-bromo-2-methylphenyl)-3-hydroxyoctahydro-1H-isoindol-1-one). Yield: 87.0%. As a reaction SMILES: [Br:1][C:2]1[C:3]([CH3:19])=[C:4]([N:8]2[C:16](=[O:17])[CH:15]3[CH:10]([CH2:11][CH2:12][CH2:13][CH2:14]3)[C:9]2=[O:18])[CH:5]=[CH:6][CH:7]=1.[BH4-].[Na+]>CO>[Br:1][C:2]1[C:3]([CH3:19])=[C:4]([N:8]2[CH:16]([OH:17])[CH:15]3[CH:10]([CH2:11][CH2:12][CH2:13][CH2:14]3)[C:9]2=[O:18])[CH:5]=[CH:6][CH:7]=1 |f:1.2|. Procedure: A suspension of 2-(3-bromo-2-methylphenyl)hexahydro-1H-isoindole-1,3(2H)-dione (Intermediate 3-6, 4.5 g, 13.97 mmol) in methanol (150 mL) was treated with sodium borohydride (2.64 g, 69.8 mmol) and stirred at rt for 4 h. The mixture was concentrated, and the residue was dissolved in DCM, washed with NaHCO3 (aq) and water, and dried and concentrated to provide 2-(3-bromo-2-methylphenyl)-3-hydroxyoctahydro-1H-isoindol-1-one as a yellow solid (3.94 g, 87%). Mass spectrum m/z 324, 326 (M+H)+. Withou... The reactants are [Br-], C1CCOC1, CCOCC, [Mg+]C1CC1, Cl, N#Cc1c(N)nc(Sc2ccccc2)c(C#N)c1-c1ccc2c(c1)OCO2, [Na+], [Na+], O=C([O-])[O-], O. Yields the product N#Cc1c(N)nc(C2CC2)c(C#N)c1-c1ccc2c(c1)OCO2. RXN SMILES: [Br-:28].[CH2:40]1[O:41][CH2:42][CH2:43][CH2:44]1.[CH3:45][CH2:46][O:47][CH2:48][CH3:49].[CH:29]1([Mg+:32])[CH2:30][CH2:31]1.[ClH:33].[NH2:1][c:2]1[n:3][c:4]([S:21][c:22]2[cH:23][cH:24][cH:25][cH:26][cH:27]2)[c:5]([C:19]#[N:20])[c:6](-[c:10]2[cH:11][c:12]3[c:13]([cH:17][cH:18]2)[O:14][CH2:15][O:16]3)[c:7]1[C:8]#[N:9].[Na+:34].[Na+:35].[O-:36][C:37](=[O:38])[O-:39].[OH2:50]>>[NH2:1][c:2]1[n:3][c:4]([CH:29]2[CH2:30][CH2:31]2)[c:5]([C:19]#[N:20])[c:6](-[c:10]2[cH:11][c:12]3[c:13]([cH:17][cH:18]2)[O:14][CH2:15][O:16]3)[c:7]1[C:8]#[N:9]. Starting materials: FC(C=1C=C(C=CC1)N1CCN(CC1)CCN1C=NC2=CC=CC=C2C1=O)(F)F (3-(2-(4-(3-(trifluoromethyl)phenyl)piperazine-1-yl)ethyl) quinazoline-4 (3H)-one), C1(=C(C=CC=C1)N1CCNCC1)C (1-o-tolylpiperazine). The product is C1(=C(C=CC=C1)N1CCN(CC1)CCN1C=NC2=CC=CC=C2C1=O)C (3-(2-(4-o-tolylpiperazine-1-yl)ethyl)quinazoline-4 (3H)-one). Reaction SMILES: FC(F)(F)[C:3]1[CH:4]=[C:5]([N:9]2[CH2:14][CH2:13][N:12]([CH2:15][CH2:16][N:17]3[C:26](=[O:27])[C:25]4[C:20](=[CH:21][CH:22]=[CH:23][CH:24]=4)[N:19]=[CH:18]3)[CH2:11][CH2:10]2)[CH:6]=[CH:7][CH:8]=1.[C:30]1(C)C=CC=CC=1N1CCNCC1>>[C:4]1([CH3:30])[CH:3]=[CH:8][CH:7]=[CH:6][C:5]=1[N:9]1[CH2:10][CH2:11][N:12]([CH2:15][CH2:16][N:17]2[C:26](=[O:27])[C:25]3[C:20](=[CH:21][CH:22]=[CH:23][CH:24]=3)[N:19]=[CH:18]2)[CH2:13][CH2:14]1. Reported procedure: This compound was prepared in compliance with the procedure described in 1c, using 1-o-tolylpiperazine instead of 1-(3-(trifluoromethyl)phenyl)piperazine.